This data is from the Open Reaction Database (ORD), a public repository of structured organic reaction records. The task is: describe an organic reaction: reactants, conditions, products, and yield The reactants are [H][H] (hydrogen), C(C1=CC=CC=C1)OC1=CC(C(=O)NC2=NN=NN2)=NC2=CC=CC=C12 (4-Benzyloxy-N(1H-tetrazol-5-yl)quinaldamide), CN(C)CCO (dimethylaminoethanol), [H][H] (hydrogen). The reagents and catalysts are [Pd] (palladium on charcoal). Run in CN(C=O)C (dimethylformamide). Yields the product OC1=CC(C(=O)NC2=NN=NN2)=NC2=CC=CC=C12 (4-Hydroxy-N(1H-tetrazol-5-yl)quinaldamide). Reaction SMILES: C([O:8][C:9]1[C:26]2[C:21](=[CH:22][CH:23]=[CH:24][CH:25]=2)[N:20]=[C:11]([C:12]([NH:14][C:15]2[NH:19][N:18]=[N:17][N:16]=2)=[O:13])[CH:10]=1)C1C=CC=CC=1.CN(CCO)C.[H][H]>CN(C)C=O.[Pd]>[OH:8][C:9]1[C:26]2[C:21](=[CH:22][CH:23]=[CH:24][CH:25]=2)[N:20]=[C:11]([C:12]([NH:14][C:15]2[NH:19][N:18]=[N:17][N:16]=2)=[O:13])[CH:10]=1. Reported procedure: 4-Benzyloxy-N(1H-tetrazol-5-yl)quinaldamide (1.5 g) and dimethylaminoethanol (0.5 ml) in dimethylformamide (20 ml) were shaken with hydrogen at atmospheric pressure and room temperature in the presence of 10% palladium on charcoal catalyst (0.15 g). When uptake of hydrogen had ceased, the catalyst was filtered off and the filtrate was evaporated. The residue was dissolved in water (50 ml) and the solution was acidified with dilute hydrochloric acid. The solid was collected, and crystallised from...